From a dataset of the Open Reaction Database (ORD), a public repository of structured organic reaction records. describe an organic reaction: reactants, conditions, products, and yield The reactants are COC1CCC(CC1)CBr (4-methoxycyclohexylbromomethane), C[Si](C)(C)I (trimethylsilyliodide). The solvent is C(Cl)(Cl)Cl (chloroform). Conditions: time 8 hour. Yields the product BrCC1CCC(CC1)O (4-bromomethylcyclohexanol). As a reaction SMILES: C[O:2][CH:3]1[CH2:8][CH2:7][CH:6]([CH2:9][Br:10])[CH2:5][CH2:4]1.C[Si](I)(C)C>C(Cl)(Cl)Cl>[Br:10][CH2:9][CH:6]1[CH2:7][CH2:8][CH:3]([OH:2])[CH2:4][CH2:5]1. Reported procedure: The 4-methoxycyclohexylbromomethane compound (C-4) (2.6 g) in chloroform (7.8 g) was cooled with ice. Then trimethylsilyliodide (2.2 ml) was transferred to the C-4 solution. It was stirred at ambient temperature for 8 h, and then quenched with methanol. Then, volatiles were removed to obtain the desired alcohol in almost quantitative yield.